This data is from the Open Reaction Database (ORD), a public repository of structured organic reaction records. The task is: describe an organic reaction: reactants, conditions, products, and yield Starting materials: O=C([O-])O, CC(C)(C)OC(=O)NC(Cc1cccc(F)c1OCc1ccccc1)C(=O)OCc1ccccc1, ClCCl, ClI, [Na+], [Na+], O=S([O-])O. The product is CC(C)(C)OC(=O)NC(Cc1cc(I)cc(F)c1OCc1ccccc1)C(=O)OCc1ccccc1. Reaction SMILES: [C:36](=[O:37])([OH:38])[O-:39].[CH2:1]([c:2]1[cH:3][cH:4][cH:5][cH:6][cH:7]1)[O:8][c:9]1[c:10]([CH2:11][CH:12]([NH:13][C:14](=[O:15])[O:16][C:17]([CH3:18])([CH3:19])[CH3:20])[C:21](=[O:22])[O:23][CH2:24][c:25]2[cH:26][cH:27][cH:28][cH:29][cH:30]2)[cH:31][cH:32][cH:33][c:34]1[F:35].[Cl:48][CH2:49][Cl:50].[I:41][Cl:42].[Na+:40].[Na+:47].[S:43](=[O:44])([OH:45])[O-:46]>>[CH2:1]([c:2]1[cH:3][cH:4][cH:5][cH:6][cH:7]1)[O:8][c:9]1[c:10]([CH2:11][CH:12]([NH:13][C:14](=[O:15])[O:16][C:17]([CH3:18])([CH3:19])[CH3:20])[C:21](=[O:22])[O:23][CH2:24][c:25]2[cH:26][cH:27][cH:28][cH:29][cH:30]2)[cH:31][c:32]([I:41])[cH:33][c:34]1[F:35]. Starting materials: [Li][C@@H]1C(N(C(C1)C(=O)O)[Li])=O (dilithio (s)-(-)-2-pyrrolidone-5-carboxylic acid), [Li]CCCC (n-BuLi). Run in CCOCC (ether). Conditions: time 30 minute. Product: C1(C=CC=C1)C(C)C1=CC=CC=C1 (1-cyclopentadienyl-1-phenylethane). Yield: 176.2%. RXN SMILES: [Li][C@H:2]1[CH2:6][CH:5]([C:7](O)=O)N([Li])[C:3]1=O.[Li][CH2:13][CH2:14][CH2:15][CH3:16]>CCOCC>[CH:2]1([CH:15]([C:14]2[CH:13]=[CH:5][CH:6]=[CH:2][CH:3]=2)[CH3:16])[CH:6]=[CH:5][CH:7]=[CH:3]1. Reported procedure: To a solution of 0.77 g of dilithio (s)-(-)-2-pyrrolidone-5-carboxylic acid (6 mmol) in 40 mL of ether was added 7.8 mL of n-BuLi (1.6 m solution in hexanes, 13 mmol) at 0° C. This solution was stirred for 30 min at room temperature. The solvent was removed under vacuum and 25 mL of ether added. 6-Methyl-6-phenylfulvene, 1.0 g, (6 mmol) in 5 mL of ether was added dropwise at -78° C. and the color of the reaction mixture turned green. The resulting solution was stirred for 7 h at -78° C. and the ... Starting materials: CC[SiH](CC)CC, CN1CC=C(c2c[nH]c3ccc(NC(=O)c4ccc(F)cc4Cl)cc23)CC1, O=C(O)C(F)(F)F. Reaction SMILES: [CH2:28]([SiH:29]([CH2:30][CH3:31])[CH2:32][CH3:33])[CH3:34].[Cl:1][c:2]1[c:3]([C:4](=[O:5])[NH:6][c:7]2[cH:8][c:9]3[c:10]([C:16]4=[CH:21][CH2:20][N:19]([CH3:22])[CH2:18][CH2:17]4)[cH:11][nH:12][c:13]3[cH:14][cH:15]2)[cH:23][cH:24][c:25]([F:27])[cH:26]1.[OH:35][C:36]([C:37]([F:38])([F:39])[F:40])=[O:41]>>[Cl:1][c:2]1[c:3]([C:4](=[O:5])[NH:6][c:7]2[cH:8][c:9]3[c:10]([CH:16]4[CH2:17][CH2:18][N:19]([CH3:22])[CH2:20][CH2:21]4)[cH:11][nH:12][c:13]3[cH:14][cH:15]2)[cH:23][cH:24][c:25]([F:27])[cH:26]1. Yields the product CN1CCC(c2c[nH]c3ccc(NC(=O)c4ccc(F)cc4Cl)cc23)CC1. Starting materials: OS(=O)(=O)O (H2SO4), S(=O)(=O)(O)O.NC=1C=C(C=CC1)B(O)O.NC=1C=C(C=CC1)B(O)O (3-aminophenylboronic acid hemisulfate), C (charcoal), OS(=O)(=O)O (H2SO4), N(=O)[O-].[Na+] (NaNO2). Solvent: O (H2O), O (H2O), O (H2O). Yields the product OC=1C=C(C=CC1)B(O)O (3-hydroxyphenylboronic acid). The yield is 93.6%. As a reaction SMILES: S(O)(O)(=O)=O.N[C:7]1[CH:8]=[C:9]([B:13]([OH:15])[OH:14])[CH:10]=[CH:11][CH:12]=1.NC1C=C(B(O)[OH:24])C=CC=1.OS(O)(=O)=O.N([O-])=O.[Na+].C>O>[OH:24][C:7]1[CH:8]=[C:9]([B:13]([OH:15])[OH:14])[CH:10]=[CH:11][CH:12]=1 |f:0.1.2,4.5|. Procedure details: A stirred solution of 3-aminophenylboronic acid hemisulfate (6.2 g; 33.3 mmol) and 50% H2SO4 (3.7 ml; 33.3 mmol) in H2O (100 ml) at −2° C. was solution of NaNO2 (2.5 g; 36.3 mmol) in H2O (20 ml) over 1 h. The reaction mixture was slowly added to a stirred solution of conc. H2SO4 (25 ml) in H2O (20 ml) at reflux. After complete addition, the reaction mixture was refluxed for 30 min., cooled, added activated charcoal, heated to reflux, cooled and filtered through celite. The filtrate was saturated... The reactants are CC(=O)[O-], ClCCl, CN1C(=O)CN=C(c2ccccc2)c2cc([N+](=O)[O-])ccc21, CO, [Cl-], N, [Na+], C1CCOC1, O, O, O, O, O. The product is CN1C(=O)CN=C(c2ccccc2)c2cc(NO)ccc21. As a reaction SMILES: [C:29]([O-:30])(=[O:31])[CH3:32].[CH2:35]([Cl:36])[Cl:37].[CH3:1][N:2]1[C:3](=[O:22])[CH2:4][N:5]=[C:6]([c:16]2[cH:17][cH:18][cH:19][cH:20][cH:21]2)[c:7]2[c:8]1[cH:9][cH:10][c:11]([N+:13](=[O:14])[O-:15])[cH:12]2.[CH3:38][OH:39].[Cl-:25].[NH3:34].[Na+:33].[O:40]1[CH2:41][CH2:42][CH2:43][CH2:44]1.[OH2:23].[OH2:24].[OH2:26].[OH2:27].[OH2:28]>>[CH3:1][N:2]1[C:3](=[O:22])[CH2:4][N:5]=[C:6]([c:16]2[cH:17][cH:18][cH:19][cH:20][cH:21]2)[c:7]2[c:8]1[cH:9][cH:10][c:11]([NH:13][OH:14])[cH:12]2. Reactants: CC1=NC=C(C(=O)O)C=C1 (6-methylnicotinic acid), [OH-].[Na+] (sodium hydroxide), C(C)O (ethanol), Cl (HCl). Run at temperature 60 celsius, time 2 hour. Product: COC1=NC=C(C(=O)O)C=C1 (6-methyloxynicotinic acid). As a reaction SMILES: C[C:2]1[CH:10]=[CH:9][C:5]([C:6]([OH:8])=[O:7])=[CH:4][N:3]=1.[OH-].[Na+].Cl.[CH2:14]([OH:16])C>>[CH3:14][O:16][C:2]1[CH:10]=[CH:9][C:5]([C:6]([OH:8])=[O:7])=[CH:4][N:3]=1 |f:1.2|. Procedure details: To a solution of 6-methylnicotinic acid (35 mg) in ethanol (1 mL) was added 2N sodium hydroxide solution (0.14 mL) and the mixture was stirred at 60° C. for 2 hours. After cooling to room temperature, to the reaction mixture was added 5N HCl (0.06 mL) and the mixture was evaporated in vacuo to give 6-methyloxynicotinic acid. The product was treated in the same manner as described in Example 3 to give (3R)-1-[bis-(4-chlorophenyl)methyl]-3-[(6-methoxynicotinoyl)amino]pyrrolidine (28.0 mg; yield: 6... Product: COc1cc(C=O)c(C(=O)O)cc1OC. Reactants: O=C1CCC(=O)N1Br, O=C(OOC(=O)c1ccccc1)c1ccccc1, COc1cc2c(cc1OC)C(=O)OC2, ClC(Cl)(Cl)Cl. Reaction SMILES: [Br:15][N:16]1[C:17](=[O:21])[CH2:18][CH2:19][C:20]1=[O:22].[C:23]([O:24][O:25][C:26](=[O:27])[c:28]1[cH:29][cH:30][cH:31][cH:32][cH:33]1)(=[O:34])[c:35]1[cH:36][cH:37][cH:38][cH:39][cH:40]1.[CH3:1][O:2][c:3]1[cH:4][c:5]2[c:9]([cH:10][c:11]1[O:12][CH3:13])[C:8](=[O:14])[O:7][CH2:6]2.[Cl:41][C:42]([Cl:43])([Cl:44])[Cl:45]>>[CH3:1][O:2][c:3]1[cH:4][c:5]([CH:6]=[O:21])[c:9]([C:8]([OH:7])=[O:14])[cH:10][c:11]1[O:12][CH3:13]. Starting materials: ClC=1C(=C(C(=O)OCC)C=C(C1C(F)(F)F)CC1=CC=C(C=C1)N1N=CC=C1)OS(=O)(=O)C(F)(F)F (ethyl 3-chloro-5-[4-(1H-pyrazol-1-yl)benzyl]-4-(trifluoromethyl)-2-{[(trifluoromethyl)sulfonyl]oxy}benzoate), O (water), C(=C)[B-](F)(F)F.[K+] (potassium vinyltrifluoroborate), C([O-])([O-])=O.[Cs+].[Cs+] (cesium carbonate), O (water). Reagents/catalysts: C=1C=CC(=CC1)[P](C=2C=CC=CC2)(C=3C=CC=CC3)[Pd]([P](C=4C=CC=CC4)(C=5C=CC=CC5)C=6C=CC=CC6)([P](C=7C=CC=CC7)(C=8C=CC=CC8)C=9C=CC=CC9)[P](C=1C=CC=CC1)(C=1C=CC=CC1)C=1C=CC=CC1 (tetrakis(triphenylphosphine)palladium(0)). Solvent: C1CCOC1 (THF). Reaction conditions: temperature 80 celsius, time 16 hour. Product: ClC=1C(=C(C(=O)OCC)C=C(C1C(F)(F)F)CC1=CC=C(C=C1)N1N=CC=C1)C=C (ethyl 3-chloro-2-ethenyl-5-[4-(1H-pyrazol-1-yl)benzyl]-4-(trifluoromethyl)benzoate). Isolated yield 41.0%. RXN SMILES: [Cl:1][C:2]1[C:3](OS(C(F)(F)F)(=O)=O)=[C:4]([CH:10]=[C:11]([CH2:17][C:18]2[CH:23]=[CH:22][C:21]([N:24]3[CH:28]=[CH:27][CH:26]=[N:25]3)=[CH:20][CH:19]=2)[C:12]=1[C:13]([F:16])([F:15])[F:14])[C:5]([O:7][CH2:8][CH3:9])=[O:6].O.[CH:38]([B-](F)(F)F)=[CH2:39].[K+].C(=O)([O-])[O-].[Cs+].[Cs+]>C1COCC1.C1C=CC([P]([Pd]([P](C2C=CC=CC=2)(C2C=CC=CC=2)C2C=CC=CC=2)([P](C2C=CC=CC=2)(C2C=CC=CC=2)C2C=CC=CC=2)[P](C2C=CC=CC=2)(C2C=CC=CC=2)C2C=CC=CC=2)(C2C=CC=CC=2)C2C=CC=CC=2)=CC=1>[Cl:1][C:2]1[C:3]([CH:38]=[CH2:39])=[C:4]([CH:10]=[C:11]([CH2:17][C:18]2[CH:23]=[CH:22][C:21]([N:24]3[CH:28]=[CH:27][CH:26]=[N:25]3)=[CH:20][CH:19]=2)[C:12]=1[C:13]([F:15])([F:14])[F:16])[C:5]([O:7][CH2:8][CH3:9])=[O:6] |f:2.3,4.5.6,^1:59,61,80,99|. Reported procedure: To a solution of ethyl 3-chloro-5-[4-(1H-pyrazol-1-yl)benzyl]-4-(trifluoromethyl)-2-{[(trifluoromethyl)sulfonyl]oxy}benzoate (0.25 g) in THF (8.00 mL)-water (5.00 mL) were added potassium vinyltrifluoroborate (0.13 g), cesium carbonate (0.46 g) and tetrakis(triphenylphosphine)palladium(0) (0.03 g), and the mixture was stirred at 80° C. for 16 hr under nitrogen atmosphere. To the reaction mixture was added water, and the mixture was extracted with ethyl acetate. The organic layer was dried over a... Starting materials: CC1(C(C(C=2C(=CC=3C(=NON3)C2)O1)N)O)C (7,8-dihydro-6,6-dimethyl-7-hydroxy-8-amino-6H-pyrano [2,3-f] benzo-2,1,3-oxadiazole), N1=CC=CC=C1 (pyridine), FC(C(=O)O)(F)F (trifluoroacetic acid). Run at temperature 0 celsius, time 3 hour. The product is CC1(C(C(C=2C(=C(C=3C(=NON3)C2)N)O1)C(C(F)(F)F)=O)O)C (7,8-dihydro-6,6-dimethyl-7-hydroxy-8-trifluoroacetyl amino-6H-pyrano [2,3-f] benzo-2,1,3-oxadiazole). The yield is 29.0%. As a reaction SMILES: [CH3:1][C:2]1([CH3:17])[O:14][C:6]2=[CH:7][C:8]3[C:9]([CH:13]=[C:5]2[CH:4](N)[CH:3]1[OH:16])=[N:10][O:11][N:12]=3.[F:18][C:19]([F:24])([F:23])[C:20](O)=[O:21].[N:25]1C=CC=CC=1>>[CH3:1][C:2]1([CH3:17])[O:14][C:6]2=[C:7]([NH2:25])[C:8]3[C:9]([CH:13]=[C:5]2[CH:4]([C:20](=[O:21])[C:19]([F:24])([F:23])[F:18])[CH:3]1[OH:16])=[N:10][O:11][N:12]=3. Procedure: A mixture of 300 mg (1.28 m mol) of 7,8-dihydro-6,6-dimethyl-7-hydroxy-8-amino-6H-pyrano [2,3-f] benzo-2,1,3-oxadiazole and 3 ml of pyridine were added with 180 μl (1.28 m mol) of anhydrous trifluoroacetic acid with stirring for 3 hours at 0° C., followed by further stirring for 3 hours at the room temperature. After the completion of the reaction, the mixture was washed thrice with water and dried over anhydrous sodium sulfate. After the solvent was distilled off, the residue was subjected to a...